From a dataset of the Open Reaction Database (ORD), a public repository of structured organic reaction records. describe an organic reaction: reactants, conditions, products, and yield Reactants: C=CCN(C)CC=CCOc1ccc(C(=O)CCCCCCCCCCNC(C)=O)cc1F, Cl. Yields the product C=CCN(C)CC=CCOc1ccc(C(=O)CCCCCCCCCCN)cc1F. As a reaction SMILES: [CH2:1]([CH:2]=[CH2:3])[N:4]([CH2:5][CH:6]=[CH:7][CH2:8][O:9][c:10]1[c:11]([F:32])[cH:12][c:13]([C:16]([CH2:17][CH2:18][CH2:19][CH2:20][CH2:21][CH2:22][CH2:23][CH2:24][CH2:25][CH2:26][NH:27][C:28](=[O:29])[CH3:30])=[O:31])[cH:14][cH:15]1)[CH3:33].[ClH:34]>>[CH2:1]([CH:2]=[CH2:3])[N:4]([CH2:5][CH:6]=[CH:7][CH2:8][O:9][c:10]1[c:11]([F:32])[cH:12][c:13]([C:16]([CH2:17][CH2:18][CH2:19][CH2:20][CH2:21][CH2:22][CH2:23][CH2:24][CH2:25][CH2:26][NH2:27])=[O:31])[cH:14][cH:15]1)[CH3:33]. The reactants are BrCC1CC1, CCCCc1cc2c(C(F)(F)F)c(C#N)ccc2[nH]1. Yields the product CCCCc1cc2c(C(F)(F)F)c(C#N)ccc2n1CC1CC1. Reaction SMILES: [Br:20][CH2:21][CH:22]1[CH2:23][CH2:24]1.[CH2:1]([CH2:2][CH2:3][CH3:4])[c:5]1[nH:6][c:7]2[cH:8][cH:9][c:10]([C:18]#[N:19])[c:11]([C:14]([F:15])([F:16])[F:17])[c:12]2[cH:13]1>>[CH2:1]([CH2:2][CH2:3][CH3:4])[c:5]1[n:6]([CH2:21][CH:22]2[CH2:23][CH2:24]2)[c:7]2[cH:8][cH:9][c:10]([C:18]#[N:19])[c:11]([C:14]([F:15])([F:16])[F:17])[c:12]2[cH:13]1. The reactants are C(=O)(O)CSC1=C(C(=O)O)C=CC=C1 (2-carboxymethylsulfanyl-benzoic acid), C[N+](=CCl)C.[Cl-] (Vilsmeier reagent), O=P(Cl)(Cl)Cl (POCl3), ice. Run in CN(C)C=O (DMF). The product is C[N+](=CCl)C.[Cl-] (Vilsmeier reagent), ClC=1C2=C(SC1C=O)C=CC=C2 (3-chloro-benzo[b]thiophene-2-carbaldehyde). The yield is 68.0%. As a reaction SMILES: O=P(Cl)(Cl)[Cl:3].[C:6]([CH2:9][S:10][C:11]1[CH:19]=[CH:18][CH:17]=[CH:16][C:12]=1[C:13](O)=O)(O)=[O:7].[CH3:20][N+:21]([CH3:24])=[CH:22][Cl:23].[Cl-:25]>CN(C=O)C>[CH3:20][N+:21]([CH3:24])=[CH:22][Cl:23].[Cl-:3].[Cl:25][C:13]1[C:12]2[CH:16]=[CH:17][CH:18]=[CH:19][C:11]=2[S:10][C:9]=1[CH:6]=[O:7] |f:2.3,5.6|. Procedure details: Vilsmeier reagent was prepared via the dropwise addition of POCl3 (7.9 mL, 84 mmol) into ice-cold DMF (14 mL). A solution of 2-carboxymethylsulfanyl-benzoic acid (3.0 g, 14 mmol) in DMF (15 mL) was added dropwise to the Vilsmeier reagent. The resulting mixture was warmed to room temperature and then heated to 80° C. for 3.5 h. The reaction mixture was cooled to ambient temperature. Crushed ice was added until a bright yellow precipitate appeared. The solid was isolated by filtration. Purificatio... The reactants are Cl (hydrochloric acid), ice water, ClC1=CC(=C(C=C1)N(C(C(=O)OCC)=O)CC(=O)OCC)[N+](=O)[O-] (ethyl N-(4-chloro-2-nitrophenyl)-N-(ethoxycarbonylmethyl)oxamate). The reagents and catalysts are [Fe] (iron), [Fe] (iron). Run in C(C)(=O)O (acetic acid). Conditions: temperature 80 celsius, time 2 hour. Product: ClC=1C=C2NC(C(N(C2=CC1)CC(=O)OCC)=O)=O (6-Chloro-1-(ethoxycarbonylmethyl)-2,3(1H,4H)-quinoxalinedione). Yield: 95.6%. Reaction SMILES: [Cl:1][C:2]1[CH:7]=[CH:6][C:5]([N:8]([CH2:16][C:17]([O:19][CH2:20][CH3:21])=[O:18])[C:9](=[O:15])[C:10](OCC)=[O:11])=[C:4]([N+:22]([O-])=O)[CH:3]=1.Cl>C(O)(=O)C.[Fe]>[Cl:1][C:2]1[CH:3]=[C:4]2[C:5](=[CH:6][CH:7]=1)[N:8]([CH2:16][C:17]([O:19][CH2:20][CH3:21])=[O:18])[C:9](=[O:15])[C:10](=[O:11])[NH:22]2. Procedure: 101.3 g (0.28 mol) of ethyl N-(4-chloro-2-nitrophenyl)-N-(ethoxycarbonylmethyl)oxamate were dissolved in 11 of acetic acid and heated to 80° C. Then 15.8 g (0.28 mol) of iron powder were added a little at a time. After 2 h, a further 15.8 g (0.28 mol) of iron powder were added. Half an hour later, the mixture was poured into ice-water and acidified with 4M hydrochloric acid. The precipitate was filtered off with suction to yield 75.7 g (95%) of the product.